Dataset: the Open Reaction Database (ORD), a public repository of structured organic reaction records. Task: describe an organic reaction: reactants, conditions, products, and yield The reactants are CN(CC(C)C1(C(CCCC1)C1=CC=CC=C1)O)C ((-)-1-(2-Dimethylamino-1-methylethyl)-2-phenycyclohexanol), C(C)(=O)Cl (acetyl chloride). The solvent is C(Cl)(Cl)Cl (chloroform). Yields the product C(C)(=O)OC1(C(CCCC1)C1=CC=CC=C1)C(CN(C)C)C ((-)-1-(2-Dimethylamino-1-methylethyl)-2-phenylcyclohexyl acetate). Reaction SMILES: [CH3:1][N:2]([CH3:19])[CH2:3][CH:4]([C:6]1([OH:18])[CH2:11][CH2:10][CH2:9][CH2:8][CH:7]1[C:12]1[CH:17]=[CH:16][CH:15]=[CH:14][CH:13]=1)[CH3:5].[C:20](Cl)(=[O:22])[CH3:21]>C(Cl)(Cl)Cl>[C:20]([O:18][C:6]1([CH:4]([CH3:5])[CH2:3][N:2]([CH3:1])[CH3:19])[CH2:11][CH2:10][CH2:9][CH2:8][CH:7]1[C:12]1[CH:13]=[CH:14][CH:15]=[CH:16][CH:17]=1)(=[O:22])[CH3:21]. Procedure details: (-)-1-(2-Dimethylamino-1-methylethyl)-2-phenycyclohexanol (8 gm) in 65 ml chloroform is cooled to 0° and 2.7 ml acetyl chloride is added at ≤5°. After warming to room temperature, the solution is extracted with dilute aqueous sodium hydroxide, washed with water and dried over magnesium sulfate. The dried chloroform solution is then cooled to 0° and treated with another 3.0 ml acetyl chloride at ≤5° and again allowed to warm to room temperature, extracted with dilute sodium hydroxide, washed with...